Dataset: the Open Reaction Database (ORD), a public repository of structured organic reaction records. Task: describe an organic reaction: reactants, conditions, products, and yield The product is C(C)(C)(C)OC(NC1=C(C=C(C(=C1)N1CCCC1)F)N)=O ((2-Amino-4-fluoro-5-pyrrolidin-1-yl-phenyl)-carbamic acid tert.-butyl ester), solid. As a reaction SMILES: [C:1]([O:5][C:6](=[O:23])[NH:7][C:8]1[CH:13]=[C:12]([N:14]2[CH2:18][CH2:17][CH2:16][CH2:15]2)[C:11]([F:19])=[CH:10][C:9]=1[N+:20]([O-])=O)([CH3:4])([CH3:3])[CH3:2]>[Pd]>[C:1]([O:5][C:6](=[O:23])[NH:7][C:8]1[CH:13]=[C:12]([N:14]2[CH2:18][CH2:17][CH2:16][CH2:15]2)[C:11]([F:19])=[CH:10][C:9]=1[NH2:20])([CH3:4])([CH3:2])[CH3:3]. Reagents/catalysts: [Pd] (Pd/C). Procedure details: The title compound was prepared from (4-fluoro-2-nitro-5-pyrrolidin-1-yl-phenyl)-carbamic acid tert.-butyl ester (Example C13) (6.37 g, 20 mmol) by hydrogenation with 10% Pd/C according to the general procedure J (method a). Obtained as a grey solid (5.92 g). Starting materials: C(C)(C)(C)OC(NC1=C(C=C(C(=C1)N1CCCC1)F)[N+](=O)[O-])=O ((4-fluoro-2-nitro-5-pyrrolidin-1-yl-phenyl)-carbamic acid tert.-butyl ester). Reactants: O=C(CCCCl)NCC=CCOc1cc(CN2CCCCC2)ccn1, Nc1cc(N)nc(S)n1. Product: Nc1cc(N)nc(SCCCC(=O)NCC=CCOc2cc(CN3CCCCC3)ccn2)n1. As a reaction SMILES: [N:1]1([CH2:7][c:8]2[cH:9][c:10]([O:14][CH2:15][CH:16]=[CH:17][CH2:18][NH:19][C:20]([CH2:21][CH2:22][CH2:23][Cl:24])=[O:25])[n:11][cH:12][cH:13]2)[CH2:2][CH2:3][CH2:4][CH2:5][CH2:6]1.[NH2:26][c:27]1[n:28][c:29]([SH:34])[n:30][c:31]([NH2:33])[cH:32]1>>[N:1]1([CH2:7][c:8]2[cH:9][c:10]([O:14][CH2:15][CH:16]=[CH:17][CH2:18][NH:19][C:20]([CH2:21][CH2:22][CH2:23][S:34][c:29]3[n:28][c:27]([NH2:26])[cH:32][c:31]([NH2:33])[n:30]3)=[O:25])[n:11][cH:12][cH:13]2)[CH2:2][CH2:3][CH2:4][CH2:5][CH2:6]1.